The task is: describe an organic reaction: reactants, conditions, products, and yield. This data is from the Open Reaction Database (ORD), a public repository of structured organic reaction records. The reactants are COCC1(C(=O)Nc2cccc(OC(=O)N(C)C)c2)CCNCC1, CCN(C(C)C)C(C)C, CC(C)O, Cc1c[nH]c2ncnc(Cl)c12. Yields the product COCC1(C(=O)Nc2cccc(OC(=O)N(C)C)c2)CCN(c2ncnc3[nH]cc(C)c23)CC1. As a reaction SMILES: [CH3:1][N:2]([C:3]([O:4][c:5]1[cH:6][c:7]([NH:11][C:12](=[O:13])[C:14]2([CH2:20][O:21][CH3:22])[CH2:15][CH2:16][NH:17][CH2:18][CH2:19]2)[cH:8][cH:9][cH:10]1)=[O:23])[CH3:24].[CH:25]([N:26]([CH2:27][CH3:28])[CH:29]([CH3:30])[CH3:31])([CH3:32])[CH3:33].[CH:45]([OH:46])([CH3:47])[CH3:48].[Cl:34][c:35]1[c:36]2[c:37]([n:38][cH:39][n:40]1)[nH:41][cH:42][c:43]2[CH3:44]>>[CH3:1][N:2]([C:3]([O:4][c:5]1[cH:6][c:7]([NH:11][C:12](=[O:13])[C:14]2([CH2:20][O:21][CH3:22])[CH2:15][CH2:16][N:17]([c:35]3[c:36]4[c:37]([n:38][cH:39][n:40]3)[nH:41][cH:42][c:43]4[CH3:44])[CH2:18][CH2:19]2)[cH:8][cH:9][cH:10]1)=[O:23])[CH3:24].